The task is: describe an organic reaction: reactants, conditions, products, and yield. This data is from the Open Reaction Database (ORD), a public repository of structured organic reaction records. The reactants are C1(=CC=C(C=C1)S(=O)(=O)Cl)C (p-toluenesulfonyl chloride), Cl.Cl.C(C)NC(CCN)C (N-Ethyl-1-methyl-1,3-diaminopropane dihydrochloride). Run in C(Cl)Cl (CH2Cl2), [OH-].[Na+] (NaOH). Run at temperature 0 celsius, time 14 hour. Product: C1(=CC=C(C=C1)S(=O)(=O)N(C(CCNS(=O)(=O)C1=CC=C(C=C1)C)C)CC)C (N,N′-Bis(p-toluenesulfonyl)-N-ethyl-1-methyl-1,3-diaminopropane). Isolated yield 39.4%. Reaction SMILES: [C:1]1([CH3:11])[CH:6]=[CH:5][C:4]([S:7](Cl)(=[O:9])=[O:8])=[CH:3][CH:2]=1.Cl.Cl.[CH2:14]([NH:16][CH:17]([CH3:21])[CH2:18][CH2:19][NH2:20])[CH3:15]>C(Cl)Cl.[OH-].[Na+]>[C:1]1([CH3:11])[CH:6]=[CH:5][C:4]([S:7]([N:16]([CH2:14][CH3:15])[CH:17]([CH3:21])[CH2:18][CH2:19][NH:20][S:7]([C:4]2[CH:5]=[CH:6][C:1]([CH3:11])=[CH:2][CH:3]=2)(=[O:9])=[O:8])(=[O:9])=[O:8])=[CH:3][CH:2]=1 |f:1.2.3,5.6|. Procedure details: A solution of p-toluenesulfonyl chloride (17.01 g, 89.2 mmol) in CH2Cl2 (300 mL) was added to a solution of II (8.89 g, 47.0 mmol) in 1 N NaOH (300 mL) which had been cooled to 0° C. After addition was complete, the biphasic mixture was stirred for 14 hours (0° C. to room temperature). The layers were separated and the aqueous portion was extracted with CH2Cl2 (2×50 mL). The combined organic phase was washed with 1 N HCl (2×100 mL) and H2O (100 mL) and evaporated in vacuo. Column chromatography ...